From a dataset of the Open Reaction Database (ORD), a public repository of structured organic reaction records. describe an organic reaction: reactants, conditions, products, and yield The reactants are C=C(C)C, ClCCl, Cl, [Mg+2], CCC(N)c1ccc(C(=O)O)c([N+](=O)[O-])c1, [Na+], O=S(=O)([O-])[O-], O=C([O-])O, O=S(=O)(O)O. Yields the product Cl, CCC(N)c1ccc(C(=O)OC(C)(C)C)c([N+](=O)[O-])c1. As a reaction SMILES: [CH2:29]=[C:30]([CH3:31])[CH3:32].[CH2:38]([Cl:39])[Cl:40].[ClH:1].[Mg+2:18].[NH2:2][CH:3]([CH2:4][CH3:5])[c:6]1[cH:7][c:8]([N+:15](=[O:16])[O-:17])[c:9]([C:10](=[O:11])[OH:12])[cH:13][cH:14]1.[Na+:33].[O-:19][S:20](=[O:21])(=[O:22])[O-:23].[OH:34][C:35](=[O:36])[O-:37].[S:24](=[O:25])(=[O:26])([OH:27])[OH:28]>>[ClH:1].[NH2:2][CH:3]([CH2:4][CH3:5])[c:6]1[cH:7][c:8]([N+:15](=[O:16])[O-:17])[c:9]([C:10](=[O:11])[O:12][C:30]([CH3:29])([CH3:31])[CH3:32])[cH:13][cH:14]1. Starting materials: COc1ccccc1O, COC(=O)C(Cl)C(=O)OC. Product: COC(=O)C(Oc1ccccc1OC)C(=O)OC. Reaction SMILES: [CH3:11][O:12][c:13]1[cH:14][cH:15][cH:16][cH:17][c:18]1[OH:19].[CH3:1][O:2][C:3]([CH:4]([C:5](=[O:6])[O:7][CH3:8])[Cl:9])=[O:10]>>[CH3:1][O:2][C:3]([CH:4]([C:5](=[O:6])[O:7][CH3:8])[O:19][c:18]1[c:13]([O:12][CH3:11])[cH:14][cH:15][cH:16][cH:17]1)=[O:10]. Starting materials: F[Sb-](F)(F)(F)(F)F.CO[CH2+]1C(=C(C1(F)F)F)F (1-Methoxy-2,3,4,4-tetrafluorocyclobutenium Hexafluoroantimonate), O (water). Solvent: C(Cl)Cl (methylene chloride). Yields the product COC1=C(C(C1(F)F)=O)F (3-methoxy-2,4,4-trifluorocyclobut-2-en-1-one). Reaction SMILES: F[Sb-](F)(F)(F)(F)F.[CH3:8][O:9][CH2+:10]1[C:13]([F:15])([F:14])[C:12](F)=[C:11]1[F:17].[OH2:18]>C(Cl)Cl>[CH3:8][O:9][C:10]1[C:13]([F:15])([F:14])[C:12](=[O:18])[C:11]=1[F:17] |f:0.1|. Reported procedure: The antimonate (2) solution in SO2 prepared substantially as above was chilled to -78° and added cautiously to 200 ml of vigorously stirred iced water. After warming to room temperature and stirring until all the solid dissolved, 25 ml of methylene chloride was added. The organic phase was withdrawn, washed with saturated aqueous sodium chloride, dried (MgSO4), and distilled to give 3.9 g of 3-methoxy-2,4,4-trifluorocyclobut-2-en-1-one (3): bp 58°(10 mm). ##SPC5## Reactants: ON=C(C(=O)OCC)C(=O)C1=CC=C(C=C1)C (Ethyl 2-hydroxyimino-3-(4-methylphenyl)-3-oxopropionate), [N+](=O)([O-])C1=C(CN)C=CC=C1 (2-nitrobenzylamine). The product is CC1=CC=C(C=C1)C1=C(N=C(N1)C1=C(C=CC=C1)[N+](=O)[O-])C(=O)OCC (ethyl 5-(4-methylphenyl)-2-(2-nitrophenyl)imidazole-4-carboxylate). The yield is 18.3%. RXN SMILES: O[N:2]=[C:3]([C:9]([C:11]1[CH:16]=[CH:15][C:14]([CH3:17])=[CH:13][CH:12]=1)=O)[C:4]([O:6][CH2:7][CH3:8])=[O:5].[N+:18]([C:21]1[CH:28]=[CH:27][CH:26]=[CH:25][C:22]=1[CH2:23][NH2:24])([O-:20])=[O:19]>>[CH3:17][C:14]1[CH:15]=[CH:16][C:11]([C:9]2[NH:24][C:23]([C:22]3[CH:25]=[CH:26][CH:27]=[CH:28][C:21]=3[N+:18]([O-:20])=[O:19])=[N:2][C:3]=2[C:4]([O:6][CH2:7][CH3:8])=[O:5])=[CH:12][CH:13]=1. Procedure: Ethyl 2-hydroxyimino-3-(4-methylphenyl)-3-oxopropionate (12.8 g) and 2-nitrobenzylamine (8.6 g) were reacted and treated in the same manner as in Starting Material Synthetic Example 1 to give ethyl 5-(4-methylphenyl)-2-(2-nitrophenyl)imidazole-4-carboxylate(3.5g). 3.0 g therefrom was dissolved in ethyl alcohol (100 ml) and 1 M sodium hydroxide solution (20 ml) was added. The mixture was reacted and treated in the same manner as in Starting Material Synthetic Example 2 to give 5-(4-methylphenyl)-...